From a dataset of the Open Reaction Database (ORD), a public repository of structured organic reaction records. describe an organic reaction: reactants, conditions, products, and yield The reactants are CI, CC#N, [H-], [Na+], OC1C2C=CC1C1N=NC21. Product: COC1C2C=CC1C1N=NC21. As a reaction SMILES: [CH3:13][I:14].[CH3:15][C:16]#[N:17].[H-:2].[Na+:1].[OH:3][CH:4]1[CH:5]2[CH:6]3[N:7]=[N:8][CH:9]3[CH:10]1[CH:11]=[CH:12]2>>[O:3]([CH:4]1[CH:5]2[CH:6]3[N:7]=[N:8][CH:9]3[CH:10]1[CH:11]=[CH:12]2)[CH3:13]. The reactants are OC1=C(C(N(C2=CC=C(C=C12)I)C)=O)C(=O)OC(C)(C)C (tert-butyl 4-hydroxy-6-iodo-1-methyl-2-oxo-1,2-dihydroquinoline-3-carboxylate), Cl(=O)(=O)(=O)O (perchloric acid). Solvent: C(C)#N (Acetonitrile). Reaction conditions: time 30 second. Product: OC1=C(C(N(C2=CC=C(C=C12)I)C)=O)C(=O)O (4-Hydroxy-6-iodo-1-methyl-2-oxo-1,2-dihydroquinoline-3-carboxylic acid). Reaction SMILES: [OH:1][C:2]1[C:11]2[C:6](=[CH:7][CH:8]=[C:9]([I:12])[CH:10]=2)[N:5]([CH3:13])[C:4](=[O:14])[C:3]=1[C:15]([O:17]C(C)(C)C)=[O:16].Cl(O)(=O)(=O)=O>C(#N)C>[OH:1][C:2]1[C:11]2[C:6](=[CH:7][CH:8]=[C:9]([I:12])[CH:10]=2)[N:5]([CH3:13])[C:4](=[O:14])[C:3]=1[C:15]([OH:17])=[O:16]. Reported procedure: To a solution of tert-butyl 4-hydroxy-6-iodo-1-methyl-2-oxo-1,2-dihydroquinoline-3-carboxylate (4.1 g, 10 mmol) and Acetonitrile (20 ml), cooled in an ice bath, was added 70% perchloric acid (0.2 ml) and the mixture was stirred 30 sec. A yellow solid was filtered. Yield=0.5 g.